From a dataset of the Open Reaction Database (ORD), a public repository of structured organic reaction records. describe an organic reaction: reactants, conditions, products, and yield Starting materials: COC(C(C)OC1=C2C(=C(N(C2=CC=C1)CC1=CC=CC=C1)C)C(C(=O)N)=O)=O (2-[[3-(2-amino-1,2-dioxoethyl)-2-methyl-1-(phenylmethyl)-1H-indol-4-yl]oxy]propanoic acid methyl ester), [OH-].[Na+] (NaOH). The solvent is CO (methanol). Run at time 0.5 hour. Product: NC(C(=O)C1=C(N(C2=CC=CC(=C12)OC(C(=O)O)C)CC1=CC=CC=C1)C)=O (2-[[3-(2-amino-1,2-dioxoethyl)-2-methyl-1-(phenylmethyl)-1H-indol-4-yl]oxy]propanoic acid). The yield is 50.0%. As a reaction SMILES: C[O:2][C:3](=[O:29])[CH:4]([O:6][C:7]1[CH:15]=[CH:14][CH:13]=[C:12]2[C:8]=1[C:9]([C:24](=[O:28])[C:25]([NH2:27])=[O:26])=[C:10]([CH3:23])[N:11]2[CH2:16][C:17]1[CH:22]=[CH:21][CH:20]=[CH:19][CH:18]=1)[CH3:5].[OH-].[Na+]>CO>[NH2:27][C:25](=[O:26])[C:24]([C:9]1[C:8]2[C:12](=[CH:13][CH:14]=[CH:15][C:7]=2[O:6][CH:4]([CH3:5])[C:3]([OH:29])=[O:2])[N:11]([CH2:16][C:17]2[CH:22]=[CH:21][CH:20]=[CH:19][CH:18]=2)[C:10]=1[CH3:23])=[O:28] |f:1.2|. Reported procedure: A mixture of 521 mg (1.3 mmol) of dl-2-[[3-(2-amino-1,2-dioxoethyl)-2-methyl-1-(phenylmethyl)-1H-indol-4-yl]oxy]propanoic acid methyl ester and 10 mL of 1N NaOH in 30 mL of methanol was heated to maintain reflux for 0.17 hours, cooled to room temperature and stirred for 0.5 hour. The mixture was concentrated at reduced pressure and the residue taken up in EtOAc/water. The aqueous layer was separated, made acidic to pH 2-3 with 1N HCl and extracted with EtOAc. The EtOAc solution was concentrated ... The reactants are CCCCC(N)C(O)C(=O)OC(C)(C)C, [Na+], [Na+], O=C([O-])[O-], C1COCCO1, O, O=C1CCC(=O)N1C(=O)OCC1c2ccccc2-c2ccccc21. The product is CCCCC(NC(=O)OCC1c2ccccc2-c2ccccc21)C(O)C(=O)OC(C)(C)C. As a reaction SMILES: [NH2:25][CH:26]([CH:27]([C:28](=[O:29])[O:30][C:31]([CH3:32])([CH3:33])[CH3:34])[OH:35])[CH2:36][CH2:37][CH2:38][CH3:39].[Na+:40].[Na+:41].[O-:42][C:43](=[O:44])[O-:45].[O:46]1[CH2:47][CH2:48][O:49][CH2:50][CH2:51]1.[OH2:52].[cH:1]1[cH:2][cH:3][cH:4][c:5]2[c:13]1[CH:12]([CH2:14][O:15][C:16](=[O:17])[N:18]1[C:19](=[O:20])[CH2:21][CH2:22][C:23]1=[O:24])[c:11]1[c:6]-2[cH:7][cH:8][cH:9][cH:10]1>>[cH:1]1[cH:2][cH:3][cH:4][c:5]2[c:13]1[CH:12]([CH2:14][O:15][C:16](=[O:17])[NH:25][CH:26]([CH:27]([C:28](=[O:29])[O:30][C:31]([CH3:32])([CH3:33])[CH3:34])[OH:35])[CH2:36][CH2:37][CH2:38][CH3:39])[c:11]1[c:6]-2[cH:7][cH:8][cH:9][cH:10]1.